This data is from the Open Reaction Database (ORD), a public repository of structured organic reaction records. The task is: describe an organic reaction: reactants, conditions, products, and yield Reactants: COC1=C(C=C(C(=O)O)C=C1)\C=C\C1=CC=C(C=C1)OC(F)(F)F (4-methoxy-3-[(E)-2-(4-trifluoromethoxyphenyl)vinyl]benzoic acid), NCC1=CC=NC=C1 (4-(aminomethyl)pyridine). Product: COC1=C(C=C(C(=O)NCC2=CC=NC=C2)C=C1)\C=C\C1=CC=C(C=C1)OC(F)(F)F (4-methoxy-N-pyridin-4-ylmethyl-3-[(E)-2-(4-trifluoromethoxyphenyl)-vinyl]-benzamide). RXN SMILES: [CH3:1][O:2][C:3]1[CH:11]=[CH:10][C:6]([C:7]([OH:9])=O)=[CH:5][C:4]=1/[CH:12]=[CH:13]/[C:14]1[CH:19]=[CH:18][C:17]([O:20][C:21]([F:24])([F:23])[F:22])=[CH:16][CH:15]=1.[NH2:25][CH2:26][C:27]1[CH:32]=[CH:31][N:30]=[CH:29][CH:28]=1>>[CH3:1][O:2][C:3]1[CH:11]=[CH:10][C:6]([C:7]([NH:25][CH2:26][C:27]2[CH:32]=[CH:31][N:30]=[CH:29][CH:28]=2)=[O:9])=[CH:5][C:4]=1/[CH:12]=[CH:13]/[C:14]1[CH:15]=[CH:16][C:17]([O:20][C:21]([F:24])([F:23])[F:22])=[CH:18][CH:19]=1. Reported procedure: The captioned compound was synthesized from 4-methoxy-3-[(E)-2-(4-trifluoromethoxyphenyl)vinyl]benzoic acid obtained in step B of Example 2-2-1 and 4-(aminomethyl)pyridine in accordance with the same procedure as in the methods described in step C of Example 1-2-3. Reactants: CCOC(C)=O, COC(=O)c1cccc(-c2nnc(C3(c4cccs4)CCC3)n2C2CC2)c1, [Na+], C1COCCO1, [OH-]. The product is O=C(O)c1cccc(-c2nnc(C3(c4cccs4)CCC3)n2C2CC2)c1. RXN SMILES: [CH3:30][CH2:31][O:32][C:33](=[O:34])[CH3:35].[CH:1]1([n:4]2[c:5](-[c:18]3[cH:19][c:20]([C:21](=[O:22])[O:23][CH3:24])[cH:25][cH:26][cH:27]3)[n:6][n:7][c:8]2[C:9]2([c:13]3[s:14][cH:15][cH:16][cH:17]3)[CH2:10][CH2:11][CH2:12]2)[CH2:2][CH2:3]1.[Na+:29].[O:36]1[CH2:37][CH2:38][O:39][CH2:40][CH2:41]1.[OH-:28]>>[CH:1]1([n:4]2[c:5](-[c:18]3[cH:19][c:20]([C:21](=[O:22])[OH:23])[cH:25][cH:26][cH:27]3)[n:6][n:7][c:8]2[C:9]2([c:13]3[s:14][cH:15][cH:16][cH:17]3)[CH2:10][CH2:11][CH2:12]2)[CH2:2][CH2:3]1.